Dataset: the Open Reaction Database (ORD), a public repository of structured organic reaction records. Task: describe an organic reaction: reactants, conditions, products, and yield Reactants: COC1=CC=C(CNC2=NC=NC(=C2C(=O)NC2=CC(=CC=C2)OC)N[C@@H](C)C2=NN3C(C(N2C2=CC=CC=C2)=O)=C(C=C3)C)C=C1 ((S)-4-((4-Methoxybenzyl)amino)-N-(3-methoxyphenyl)-6-((1-(5-methyl-4-oxo-3-phenyl-3,4-dihydropyrrolo[2,1-f][1,2,4]triazin-2-yl)ethyl)amino)pyrimidine-5-carboxamide). Run in FC(C(=O)O)(F)F (trifluoroacetic acid). Conditions: time 8 hour. Product: NC1=NC=NC(=C1C(=O)NC1=CC(=CC=C1)OC)N[C@@H](C)C1=NN2C(C(N1C1=CC=CC=C1)=O)=C(C=C2)C ((S)-4-Amino-N-(3-methoxyphenyl)-6-((1-(5-methyl-4-oxo-3-phenyl-3,4-dihydropyrrolo[2,1-f][1,2,4]triazin-2-yl)ethyl)amino)pyrimidine-5-carboxamide). The yield is 27.8%. Reaction SMILES: COC1C=CC(C[NH:8][C:9]2[C:14]([C:15]([NH:17][C:18]3[CH:23]=[CH:22][CH:21]=[C:20]([O:24][CH3:25])[CH:19]=3)=[O:16])=[C:13]([NH:26][C@H:27]([C:29]3[N:34]([C:35]4[CH:40]=[CH:39][CH:38]=[CH:37][CH:36]=4)[C:33](=[O:41])[C:32]4=[C:42]([CH3:45])[CH:43]=[CH:44][N:31]4[N:30]=3)[CH3:28])[N:12]=[CH:11][N:10]=2)=CC=1>FC(F)(F)C(O)=O>[NH2:8][C:9]1[C:14]([C:15]([NH:17][C:18]2[CH:23]=[CH:22][CH:21]=[C:20]([O:24][CH3:25])[CH:19]=2)=[O:16])=[C:13]([NH:26][C@H:27]([C:29]2[N:34]([C:35]3[CH:36]=[CH:37][CH:38]=[CH:39][CH:40]=3)[C:33](=[O:41])[C:32]3=[C:42]([CH3:45])[CH:43]=[CH:44][N:31]3[N:30]=2)[CH3:28])[N:12]=[CH:11][N:10]=1. Procedure: (S)-4-((4-Methoxybenzyl)amino)-N-(3-methoxyphenyl)-6-((1-(5-methyl-4-oxo-3-phenyl-3,4-dihydropyrrolo[2,1-f][1,2,4]triazin-2-yl)ethyl)amino)pyrimidine-5-carboxamide (120 mg, 0.19 mmol) was dissolved in 5 mL trifluoroacetic acid. The reaction mixture was stirred at room temperature overnight. The trifluoroacetic acid was evaporated and the crude was partitioned between ethyl acetate and water. The organic phase was washed with brine, dried over sodium sulphate, filtered and concentrated. The resid... Reactants: [OH-].[Na+] (sodium hydroxide), C(C)OC(=O)C1=CC(=NC(=C1)C)OC (2-methoxy-6-methyl-4-pyridinecarboxylic acid ethyl ester). The solvent is C1CCOC1 (THF). Run at time 20 minute. Yields the product [Na+].COC1=NC(=CC(=C1)C(=O)[O-])C (2-methoxy-6-methyl-4-pyridinecarboxylic acid sodium salt). As a reaction SMILES: [OH-].[Na+:2].C([O:5][C:6]([C:8]1[CH:13]=[C:12]([CH3:14])[N:11]=[C:10]([O:15][CH3:16])[CH:9]=1)=[O:7])C>C1COCC1>[Na+:2].[CH3:16][O:15][C:10]1[CH:9]=[C:8]([C:6]([O-:7])=[O:5])[CH:13]=[C:12]([CH3:14])[N:11]=1 |f:0.1,4.5|. Reported procedure: A 6.1 ml portion of 1 N aqueous sodium hydroxide was added to 10 ml of THF containing 1.20 g of 2-methoxy-6-methyl-4-pyridinecarboxylic acid ethyl ester and stirred at room temperature for 1 hour and 20 minutes, and then the reaction solvent was evaporated to obtain 2-methoxy-6-methyl-4-pyridinecarboxylic acid sodium salt. Thereafter, the title compound was obtained by the same procedure of Example 18-1. Starting materials: O=C([O-])[O-], Cc1ccc(O)cc1, CN(C)C=O, CS(=O)(=O)c1ccc(-n2cc(CCl)nc2-c2ccc(Cl)cc2)cc1, [K+], [K+]. Yields the product Cc1ccc(OCc2cn(-c3ccc(S(C)(=O)=O)cc3)c(-c3ccc(Cl)cc3)n2)cc1. RXN SMILES: [C:33](=[O:34])([O-:35])[O-:36].[CH3:25][c:26]1[cH:27][cH:28][c:29]([OH:30])[cH:31][cH:32]1.[CH3:39][N:40]([CH3:41])[CH:42]=[O:43].[Cl:1][CH2:2][c:3]1[n:4][c:5](-[c:18]2[cH:19][cH:20][c:21]([Cl:24])[cH:22][cH:23]2)[n:6](-[c:8]2[cH:9][cH:10][c:11]([S:14](=[O:15])(=[O:16])[CH3:17])[cH:12][cH:13]2)[cH:7]1.[K+:37].[K+:38]>>[CH2:2]([c:3]1[n:4][c:5](-[c:18]2[cH:19][cH:20][c:21]([Cl:24])[cH:22][cH:23]2)[n:6](-[c:8]2[cH:9][cH:10][c:11]([S:14](=[O:15])(=[O:16])[CH3:17])[cH:12][cH:13]2)[cH:7]1)[O:30][c:29]1[cH:28][cH:27][c:26]([CH3:25])[cH:32][cH:31]1. Starting materials: [Al+3], CCc1ccc(O)cc1, [Cl-], [Cl-], [Cl-], O=C(Cl)c1ccc(Cl)cc1, ClC(Cl)C(Cl)Cl, Cl. Yields the product CCc1ccc(O)c(C(=O)c2ccc(Cl)cc2)c1. Reaction SMILES: [Al+3:2].[CH3:5][CH2:6][c:7]1[cH:8][cH:9][c:10]([OH:11])[cH:12][cH:13]1.[Cl-:1].[Cl-:3].[Cl-:4].[Cl:14][C:15](=[O:16])[c:17]1[cH:18][cH:19][c:20]([Cl:21])[cH:22][cH:23]1.[Cl:25][CH:26]([CH:27]([Cl:28])[Cl:29])[Cl:30].[ClH:24]>>[CH3:5][CH2:6][c:7]1[cH:8][c:9]([C:15](=[O:16])[c:17]2[cH:18][cH:19][c:20]([Cl:21])[cH:22][cH:23]2)[c:10]([OH:11])[cH:12][cH:13]1. The reactants are O=C([O-])[O-], BrCc1ccccc1, CC(C)=O, [K+], [K+], Oc1ccccc1I. Yields the product Ic1ccccc1OCc1ccccc1. RXN SMILES: [C:9](=[O:10])([O-:11])[O-:12].[CH2:15]([c:16]1[cH:17][cH:18][cH:19][cH:20][cH:21]1)[Br:22].[CH3:23][C:24](=[O:25])[CH3:26].[K+:13].[K+:14].[OH:1][c:2]1[cH:3][cH:4][cH:5][cH:6][c:7]1[I:8]>>[O:1]([c:2]1[cH:3][cH:4][cH:5][cH:6][c:7]1[I:8])[CH2:15][c:16]1[cH:17][cH:18][cH:19][cH:20][cH:21]1. Reactants: CCOC(=O)NC(=S)Nc1ccc(NC(=O)OC(C)C)cc1N, COC(=O)NC(=S)Nc1ccc(NC(=O)OC(C)C)cc1N, CCCCc1ccc(NC(=S)NC(=O)OC)c(N)c1. Product: COC(=O)NC(=S)Nc1ccc(NC(=O)OC(C)C)cc1NC(C)=O. As a reaction SMILES: [CH2:23]([CH3:24])[O:25][C:26]([NH:27][C:28]([NH:29][c:30]1[cH:31][cH:32][c:33]([NH:34][C:35]([O:36][CH:37]([CH3:38])[CH3:39])=[O:40])[cH:41][c:42]1[NH2:43])=[S:44])=[O:45].[CH3:1][O:2][C:3](=[O:4])[NH:5][C:6](=[S:7])[NH:8][c:9]1[c:10]([NH2:22])[cH:11][c:12]([NH:15][C:16](=[O:17])[O:18][CH:19]([CH3:20])[CH3:21])[cH:13][cH:14]1.[CH3:46][O:47][C:48]([NH:49][C:50]([NH:51][c:52]1[cH:53][cH:54][c:55]([CH2:56][CH2:57][CH2:58][CH3:59])[cH:60][c:61]1[NH2:62])=[S:63])=[O:64]>>[CH3:1][O:2][C:3](=[O:4])[NH:5][C:6](=[S:7])[NH:8][c:9]1[c:10]([NH:22][C:23]([CH3:24])=[O:25])[cH:11][c:12]([NH:15][C:16](=[O:17])[O:18][CH:19]([CH3:20])[CH3:21])[cH:13][cH:14]1. Reactants: CC#N, CC(C)(C)OC(=O)NCc1cccc(CNc2c([N+](=O)[O-])c(Cl)nc3ccccc23)c1. Yields the product CC(C)(C)OC(=O)NCc1cccc(CNc2c(N)c(Cl)nc3ccccc23)c1. As a reaction SMILES: [CH3:32][C:33]#[N:34].[Cl:1][c:2]1[n:3][c:4]2[cH:5][cH:6][cH:7][cH:8][c:9]2[c:10]([NH:15][CH2:16][c:17]2[cH:18][c:19]([CH2:20][NH:21][C:22]([O:23][C:24]([CH3:25])([CH3:26])[CH3:27])=[O:28])[cH:29][cH:30][cH:31]2)[c:11]1[N+:12]([O-:13])=[O:14]>>[Cl:1][c:2]1[n:3][c:4]2[cH:5][cH:6][cH:7][cH:8][c:9]2[c:10]([NH:15][CH2:16][c:17]2[cH:18][c:19]([CH2:20][NH:21][C:22]([O:23][C:24]([CH3:25])([CH3:26])[CH3:27])=[O:28])[cH:29][cH:30][cH:31]2)[c:11]1[NH2:12].